From a dataset of the Open Reaction Database (ORD), a public repository of structured organic reaction records. describe an organic reaction: reactants, conditions, products, and yield The reactants are C(CCC)C1=NC2=CC=C(C=C2C(N1CC1=CC=C(C=C1)C1=C(C=CC=C1)C1=NN=NN1C(C1=CC=CC=C1)(C1=CC=CC=C1)C1=CC=CC=C1)=O)NC(=O)OCC1=CC=CC=C1 (2-Butyl-6-(N-carbobenzyloxy)amino-3-[(2'-(N-triphenylmethyl-tetrazol-5-yl)biphen-4-yl)methyl]quinazolin-4(3H)-one), CCCCCC (hexane). Run in C(C)(=O)O (acetic acid). The product is C(CCC)C1=NC2=CC=C(C=C2C(N1CC1=CC=C(C=C1)C1=C(C=CC=C1)C1=NN=NN1)=O)NC(=O)OCC1=CC=CC=C1 (2-Butyl-6-(N-carbobenzyloxy)amino-3-[(2'-(tetrazol-5-yl)biphen-4-yl)methyl]quinazolin-4(3H)-one). Isolated yield 55.0%. As a reaction SMILES: [CH2:1]([C:5]1[N:14]([CH2:15][C:16]2[CH:21]=[CH:20][C:19]([C:22]3[CH:27]=[CH:26][CH:25]=[CH:24][C:23]=3[C:28]3[N:32](C(C4C=CC=CC=4)(C4C=CC=CC=4)C4C=CC=CC=4)[N:31]=[N:30][N:29]=3)=[CH:18][CH:17]=2)[C:13](=[O:52])[C:12]2[C:7](=[CH:8][CH:9]=[C:10]([NH:53][C:54]([O:56][CH2:57][C:58]3[CH:63]=[CH:62][CH:61]=[CH:60][CH:59]=3)=[O:55])[CH:11]=2)[N:6]=1)[CH2:2][CH2:3][CH3:4].CCCCCC>C(O)(=O)C>[CH2:1]([C:5]1[N:14]([CH2:15][C:16]2[CH:17]=[CH:18][C:19]([C:22]3[CH:27]=[CH:26][CH:25]=[CH:24][C:23]=3[C:28]3[NH:29][N:30]=[N:31][N:32]=3)=[CH:20][CH:21]=2)[C:13](=[O:52])[C:12]2[C:7](=[CH:8][CH:9]=[C:10]([NH:53][C:54]([O:56][CH2:57][C:58]3[CH:63]=[CH:62][CH:61]=[CH:60][CH:59]=3)=[O:55])[CH:11]=2)[N:6]=1)[CH2:2][CH2:3][CH3:4]. Procedure: The product of Example 44 was deprotected in the manner described in Example 69. The product was purified by MPLC over a silica Lobar A column eluting with 40:59:1 EtOAc:hexane:acetic acid to give a 55% yield of a white solid. 1H-NMR (CDCl3, 300 MHz): 0.87 (t, 3H, J=7.4 Hz), 1.32 (m, 2H), 1.69 (m, 2H), 2.65 (3 line m, 2H, J=7.3 Hz), 5.15 (s, 2H), 5.29 (bs, 2H), 6.95 and 7.04 (AB, 4H, J=8.2 Hz), 7.30-7.42 (m, 5H), 7.49-7.59 (m, 3H), 7.72(bs, 1H), 7.98 (d, 1H), 8.06 (s, 1H), 8.12 (bd, 1H). FABMS m...